From a dataset of the Open Reaction Database (ORD), a public repository of structured organic reaction records. describe an organic reaction: reactants, conditions, products, and yield Isolated yield 58.0%. The solvent is C(C)OCC (diethyl ether). Reported procedure: 8 g of 2-(methyl-chloroacetamido)-5-chlorobenzophenone and 6.8 g of DL-amphetamine (= DL 1-phenyl-2-aminopropane) in 150 ml of anhydrous dioxan are heated to reflux for 4 hours whilst stirring. The turbid solution is filtered after cooling and evaporated in vacuo and the oily residue is triturated with three times 100 ml of water and dried in vacuo. The oily crude base (8.3 g) thus obtained is dissolved in 400 ml of anhydrous diethyl ether and filtered. 6.5 g of DL-2-(5-phenyl-N-methyl-4-methyl-... Yields the product Cl.C1(=CC=CC=C1)CC(NCC(=O)N(C)C1=C(C(=O)C2=CC=CC=C2)C=C(C=C1)Cl)C (2-(5-phenyl-N-methyl-4-methyl-3-aza-pentanamido)-5-chlorobenzophenone hydrochloride). Reaction SMILES: C[CH:2](Cl)[C:3]([NH:5][C:6]1[CH:19]=[CH:18][C:17]([Cl:20])=[CH:16][C:7]=1[C:8]([C:10]1[CH:15]=[CH:14][CH:13]=[CH:12][CH:11]=1)=[O:9])=[O:4].[CH3:22][CH:23]([NH2:31])[CH2:24][C:25]1[CH:30]=[CH:29][CH:28]=[CH:27][CH:26]=1.O1CCOC[CH2:33]1>C(OCC)C>[ClH:20].[C:25]1([CH2:24][CH:23]([CH3:22])[NH:31][CH2:2][C:3]([N:5]([C:6]2[CH:19]=[CH:18][C:17]([Cl:20])=[CH:16][C:7]=2[C:8]([C:10]2[CH:15]=[CH:14][CH:13]=[CH:12][CH:11]=2)=[O:9])[CH3:33])=[O:4])[CH:30]=[CH:29][CH:28]=[CH:27][CH:26]=1 |f:4.5|. The reactants are CC(C(=O)NC1=C(C(=O)C2=CC=CC=C2)C=C(C=C1)Cl)Cl (2-(methyl-chloroacetamido)-5-chlorobenzophenone), CC(CC1=CC=CC=C1)N (DL-amphetamine), O1CCOCC1 (dioxan). The reactants are CN(C)c1cccc2c(S(=O)(=O)Cl)cccc12, COCCOC, [H-], [H][H], Nc1ncc(Cl)cc1Cl, [Na+]. Yields the product CN(C)c1cccc2c(S(=O)(=O)Nc3ncc(Cl)cc3Cl)cccc12. Reaction SMILES: [CH3:14][N:15]([c:16]1[c:17]2[cH:18][cH:19][cH:20][c:21]([S:26](=[O:27])(=[O:28])[Cl:29])[c:22]2[cH:23][cH:24][cH:25]1)[CH3:30].[CH3:31][O:32][CH2:33][CH2:34][O:35][CH3:36].[H-:1].[H:12][H:13].[NH2:3][c:4]1[n:5][cH:6][c:7]([Cl:11])[cH:8][c:9]1[Cl:10].[Na+:2]>>[NH:3]([c:4]1[n:5][cH:6][c:7]([Cl:11])[cH:8][c:9]1[Cl:10])[S:26]([c:21]1[cH:20][cH:19][cH:18][c:17]2[c:16]([N:15]([CH3:14])[CH3:30])[cH:25][cH:24][cH:23][c:22]21)(=[O:27])=[O:28]. The reactants are COC1=CC=C(C=C1)C(C1=CC=CC=2CCCCC12)C1=CC=C(C=C1)O ((4-methoxyphenyl)-(4-hydroxyphenyl)-5,6,7,8-tetrahydronaphth-1-yl-methane), C(=O)([O-])[O-].[K+].[K+] (K2CO3), Cl.ClCCN1CCCCC1 (1-(2-chloroethyl)piperidine hydrochloride). The solvent is CC(=O)C (acetone). The product is COC1=CC=C(C=C1)C(C1=CC=CC=2CCCCC12)C1=CC=C(C=C1)OCCN1CCCC1 ((4-Methoxyphenyl)-(4-pyrrolidinoethoxy-phenyl)-5,6,7,8-tetrahydro-napth-1-yl-methane). As a reaction SMILES: [CH3:1][O:2][C:3]1[CH:8]=[CH:7][C:6]([CH:9]([C:20]2[CH:25]=[CH:24][C:23]([OH:26])=[CH:22][CH:21]=2)[C:10]2[C:19]3[CH2:18][CH2:17][CH2:16][CH2:15][C:14]=3[CH:13]=[CH:12][CH:11]=2)=[CH:5][CH:4]=1.C([O-])([O-])=O.[K+].[K+].Cl.ClC[CH2:36][N:37]1[CH2:42][CH2:41][CH2:40][CH2:39][CH2:38]1>CC(C)=O>[CH3:1][O:2][C:3]1[CH:8]=[CH:7][C:6]([CH:9]([C:20]2[CH:21]=[CH:22][C:23]([O:26][CH2:41][CH2:42][N:37]3[CH2:36][CH2:40][CH2:39][CH2:38]3)=[CH:24][CH:25]=2)[C:10]2[C:19]3[CH2:18][CH2:17][CH2:16][CH2:15][C:14]=3[CH:13]=[CH:12][CH:11]=2)=[CH:5][CH:4]=1 |f:1.2.3,4.5|. Procedure details: A mixture of (4-methoxyphenyl)-(4-hydroxyphenyl)-5,6,7,8-tetrahydronaphth-1-yl-methane (300 mg, 0.001 mol), anhydrous K2CO3 (2.0 gm, 0.014 mol), 1-(2-chloroethyl)piperidine hydrochloride (300 mg, 0.0015 mol) and dry acetone (25.0 ml) was refluxed for 10 hrs, K2CO3 was filtered off, acetone was distilled off and residue was diluted with water. The reaction mixture was extracted with ethyl acetate, washed with water, dried over sodium sulphate and concentrated to give an oil which was filtered thr... Starting materials: Brc1ccc(OCCN2CCCC2)cc1, CC(C)(C)P(c1ccccc1-c1ccccc1)C(C)(C)C, C1COCCO1, Cc1nc(-c2cccc(C(F)(F)F)c2)n2nc(N)ncc12, CC(C)(C)[O-], [Na+], O=C(C=Cc1ccccc1)C=Cc1ccccc1, O=C(C=Cc1ccccc1)C=Cc1ccccc1, O=C(C=Cc1ccccc1)C=Cc1ccccc1, [Pd], [Pd]. Product: Cc1nc(-c2cccc(C(F)(F)F)c2)n2nc(Nc3ccc(OCCN4CCCC4)cc3)ncc12. RXN SMILES: [Br:22][c:23]1[cH:24][cH:25][c:26]([O:27][CH2:28][CH2:29][N:30]2[CH2:31][CH2:32][CH2:33][CH2:34]2)[cH:35][cH:36]1.[C:37]([P:38]([C:39]([CH3:40])([CH3:41])[CH3:42])[c:43]1[cH:44][cH:45][cH:46][cH:47][c:48]1-[c:49]1[cH:50][cH:51][cH:52][cH:53][cH:54]1)([CH3:55])([CH3:56])[CH3:57].[CH2:64]1[O:65][CH2:66][CH2:67][O:68][CH2:69]1.[CH3:1][c:2]1[n:3][c:4](-[c:12]2[cH:13][c:14]([C:18]([F:19])([F:20])[F:21])[cH:15][cH:16][cH:17]2)[n:5]2[n:6][c:7]([NH2:11])[n:8][cH:9][c:10]12.[CH3:58][C:59]([CH3:60])([O-:61])[CH3:62].[Na+:63].[O:108]=[C:109]([CH:110]=[CH:111][c:112]1[cH:113][cH:114][cH:115][cH:116][cH:117]1)[CH:118]=[CH:119][c:120]1[cH:121][cH:122][cH:123][cH:124][cH:125]1.[O:72]=[C:73]([CH:74]=[CH:75][c:76]1[cH:77][cH:78][cH:79][cH:80][cH:81]1)[CH:82]=[CH:83][c:84]1[cH:85][cH:86][cH:87][cH:88][cH:89]1.[O:90]=[C:91]([CH:92]=[CH:93][c:94]1[cH:95][cH:96][cH:97][cH:98][cH:99]1)[CH:100]=[CH:101][c:102]1[cH:103][cH:104][cH:105][cH:106][cH:107]1.[Pd:70].[Pd:71]>>[CH3:1][c:2]1[n:3][c:4](-[c:12]2[cH:13][c:14]([C:18]([F:19])([F:20])[F:21])[cH:15][cH:16][cH:17]2)[n:5]2[n:6][c:7]([NH:11][c:23]3[cH:24][cH:25][c:26]([O:27][CH2:28][CH2:29][N:30]4[CH2:31][CH2:32][CH2:33][CH2:34]4)[cH:35][cH:36]3)[n:8][cH:9][c:10]12.